Task: describe an organic reaction: reactants, conditions, products, and yield. Dataset: the Open Reaction Database (ORD), a public repository of structured organic reaction records Starting materials: O1C=NC=C1 (oxazole), N-butyl lithium, C(CCC)N1C=CC2=C(C=C(C=C12)C(=O)OC)I (methyl 1-butyl-4-iodo-1H-indole-6-carboxylate), tetrakis triphenylphosphine palladium(0). The reagents and catalysts are [Cl-].[Zn+2].[Cl-] (zinc chloride). The solvent is C1CCOC1 (THF). Conditions: temperature 85 celsius. The product is C(CCC)N1C=CC2=C(C=C(C=C12)C(=O)O)C=1OC=CN1 (1-Butyl-4-(1,3-oxazol-2-yl)-1H-indole-6-carboxylic acid). Yield: 70.4%. Reaction SMILES: [O:1]1[CH:5]=[CH:4][N:3]=[CH:2]1.[CH2:6]([N:10]1[C:18]2[C:13](=[C:14](I)[CH:15]=[C:16]([C:19]([O:21]C)=[O:20])[CH:17]=2)[CH:12]=[CH:11]1)[CH2:7][CH2:8][CH3:9]>C1COCC1.[Cl-].[Zn+2].[Cl-]>[CH2:6]([N:10]1[C:18]2[C:13](=[C:14]([C:2]3[O:1][CH:5]=[CH:4][N:3]=3)[CH:15]=[C:16]([C:19]([OH:21])=[O:20])[CH:17]=2)[CH:12]=[CH:11]1)[CH2:7][CH2:8][CH3:9] |f:3.4.5|. Reported procedure: To a −72° C. solution of oxazole (0.069 g) in dry THF (20 mL) was added dropwise 1.6 M N-butyl lithium (0.68 mL). The mixture was stirred at −72° C. for 30 minutes at which time 1.0 M zinc chloride (3.3 mL) was added. The mixture was allowed to warm to 0° C. at which time methyl 1-butyl-4-iodo-1H-indole-6-carboxylate (0.37 g) and tetrakis triphenylphosphine palladium(0) (0.07 g) were added and the mixture heated to 85° C. The mixture was heated at 85° C. for 20 h then cooled to room temperature ... Starting materials: NC1=C(C(=O)OC)C=CC=C1OC (Methyl 2-amino-3-methoxybenzoate), BrN1C(CCC1=O)=O (N-bromosuccinimide), O (water). The solvent is CN(C)C=O (DMF). Run at temperature 0 celsius, time 0.5 hour. Product: NC1=C(C(=O)OC)C=C(C=C1OC)Br (Methyl 2-amino-5-bromo-3-methoxybenzoate). Yield: 86.0%. RXN SMILES: [NH2:1][C:2]1[C:11]([O:12][CH3:13])=[CH:10][CH:9]=[CH:8][C:3]=1[C:4]([O:6][CH3:7])=[O:5].[Br:14]N1C(=O)CCC1=O.O>CN(C=O)C>[NH2:1][C:2]1[C:11]([O:12][CH3:13])=[CH:10][C:9]([Br:14])=[CH:8][C:3]=1[C:4]([O:6][CH3:7])=[O:5]. Procedure details: To a solution of compound 53 (22.4 g, 123 mmol) in DMF (250 mL) was added N-bromosuccinimide (21.9 g, 123 mmol) portionwise at 0° C. The mixture was stirred at 0° C. for 0.5 h. To the mixture was added water and extracted with EtOAc (500 mL×2). The combined organic layer was dried over MgSO4, filtered, and concentrated in vacuo. The residue was purified by silica gel column chromatography to provide the desired compound 54 (27.5 g, 86%) as a white solid. Reactants: C(C)(C)(C)OC(=O)N1CCC(CC1)OCC=1C(=NOC1C1CC1)C1=C(C=CC=C1Cl)Cl (4-[5-cyclopropyl-3-(2,6-dichloro-phenyl)-isoxazol-4-ylmethoxy]-piperidine-1-carboxylic acid tert-butyl ester), FC(C(=O)O)(F)F (trifluoroacetic acid). Solvent: ClCCl (dichloromethane). Run at time 90 minute. Yields the product C1(CC1)C1=C(C(=NO1)C1=C(C=CC=C1Cl)Cl)COC1CCNCC1 (4-[5-Cyclopropyl-3-(2,6-dichloro-phenyl)-isoxazol-4-ylmethoxy]-piperidine). The yield is 93.5%. As a reaction SMILES: C(OC([N:8]1[CH2:13][CH2:12][CH:11]([O:14][CH2:15][C:16]2[C:17]([C:24]3[C:29]([Cl:30])=[CH:28][CH:27]=[CH:26][C:25]=3[Cl:31])=[N:18][O:19][C:20]=2[CH:21]2[CH2:23][CH2:22]2)[CH2:10][CH2:9]1)=O)(C)(C)C.FC(F)(F)C(O)=O>ClCCl>[CH:21]1([C:20]2[O:19][N:18]=[C:17]([C:24]3[C:25]([Cl:31])=[CH:26][CH:27]=[CH:28][C:29]=3[Cl:30])[C:16]=2[CH2:15][O:14][CH:11]2[CH2:12][CH2:13][NH:8][CH2:9][CH2:10]2)[CH2:22][CH2:23]1. Procedure details: In a cooled (ice bath) 500 mL flask under nitrogen, is added a solution of 4-[5-cyclopropyl-3-(2,6-dichloro-phenyl)-isoxazol-4-ylmethoxy]-piperidine-1-carboxylic acid tert-butyl ester (16 g, 34.3 mmol) in dichloromethane (80 mL). This is followed by dropwise addition of trifluoroacetic acid (80 mL) (added over 30 minutes). The reaction is stirred at room temperature for 90 min. The solvent is removed under vacuum, EtOAc is added (400 mL), and the mixture is washed with 2 N NaOH (2×250 mL) and br... The reactants are O1C=CC2=C1C=CC(=C2)S(=O)(=O)N (5-benzofuransulfonamide), CC1=CC=C(C=C1)N=C=O (4-methylphenylisocyanate). The product is CC1=CC=C(C=C1)NC(=O)NS(=O)(=O)C=1C=CC2=C(C=CO2)C1 (N-[[(4-methylphenyl)amino]carbonyl]-5-benzofuransulfonamide). Isolated yield 33.8%. Reaction SMILES: [O:1]1[C:5]2[CH:6]=[CH:7][C:8]([S:10]([NH2:13])(=[O:12])=[O:11])=[CH:9][C:4]=2[CH:3]=[CH:2]1.[CH3:14][C:15]1[CH:20]=[CH:19][C:18]([N:21]=[C:22]=[O:23])=[CH:17][CH:16]=1>>[CH3:14][C:15]1[CH:20]=[CH:19][C:18]([NH:21][C:22]([NH:13][S:10]([C:8]2[CH:7]=[CH:6][C:5]3[O:1][CH:2]=[CH:3][C:4]=3[CH:9]=2)(=[O:11])=[O:12])=[O:23])=[CH:17][CH:16]=1. Procedure details: The 5-benzofuransulfonamide (5.74 mmol) and 4-methylphenylisocyanate (5.74 mmol) were reacted as described in Method B above to obtain a solid. This residue was purified by reverse phase chromatography with 50% acetonitrile in water with 1% acetic acid on a C18 column to obtain 0.64 g of the title product as a solid. 1H NMR (CD3SOCD3): κ10.35 (bs, 1 H), 8.74 (s, 1 H), 8.38 (d, J =3 Hz, 1 H), 8.20 (d, J =3 Hz, 1 H), 7.96 (dd, J =3, 9 Hz, 1 H), 7.86 (d, J =9 Hz, 1 H), 7.22 (d, J =9 Hz, 2 H), 7.20 ... Starting materials: N#N (N2), Cl (HCl), C(C=C)N1C=NC=2N(C(N3C(C12)=NN=N3)=O)CCCCC (9-allyl-6-pentyl-6,9-dihydro-5H-tetrazolo[5,1-i]purin-5-one), N1CCOCC1 (morpholine). Reagents/catalysts: C=1C=CC(=CC1)[P](C=2C=CC=CC2)(C=3C=CC=CC3)[Pd]([P](C=4C=CC=CC4)(C=5C=CC=CC5)C=6C=CC=CC6)([P](C=7C=CC=CC7)(C=8C=CC=CC8)C=9C=CC=CC9)[P](C=1C=CC=CC1)(C=1C=CC=CC1)C=1C=CC=CC1 (tetrakis(triphenylphosphine)palladium(0)). The solvent is C(Cl)Cl (DCM), C1CCOC1 (THF). Run at time 8 hour. Yields the product C(CCCC)N1C(N2C(C=3NC=NC13)=NN=N2)=O (6-Pentyl-6,9-dihydro-5H-tetrazolo[5,1-i]purin-5-one). The yield is 34.7%. Reaction SMILES: C([N:4]1[C:12]2[C:11]3=[N:13][N:14]=[N:15][N:10]3[C:9](=[O:16])[N:8]([CH2:17][CH2:18][CH2:19][CH2:20][CH3:21])[C:7]=2[N:6]=[CH:5]1)C=C.N1CCOCC1.N#N.Cl>C1COCC1.C1C=CC([P]([Pd]([P](C2C=CC=CC=2)(C2C=CC=CC=2)C2C=CC=CC=2)([P](C2C=CC=CC=2)(C2C=CC=CC=2)C2C=CC=CC=2)[P](C2C=CC=CC=2)(C2C=CC=CC=2)C2C=CC=CC=2)(C2C=CC=CC=2)C2C=CC=CC=2)=CC=1.C(Cl)Cl>[CH2:17]([N:8]1[C:7]2[N:6]=[CH:5][NH:4][C:12]=2[C:11]2=[N:13][N:14]=[N:15][N:10]2[C:9]1=[O:16])[CH2:18][CH2:19][CH2:20][CH3:21] |^1:39,41,60,79|. Procedure details: A mixture of 9-allyl-6-pentyl-6,9-dihydro-5H-tetrazolo[5,1-i]purin-5-one (0.10 g, 0.35 mmol) and morpholine (0.2 mL, 2.0 mmol) in THF (3 mL) was degassed for 5 min using N2 and tetrakis(triphenylphosphine)palladium(0) (0.10 g, 0.086 mmol) was added to the mixture. After being stirred at room temperature overnight, the reaction mixture was mixed with 2 M HCl aqueous solution and DCM. The organic layer was separated, dried over Na2SO4 and concentrated. The residue was purified using preparative LC... Reactants: BrB(Br)Br, ClCCl, COCc1ccc2oc(S(N)(=O)=O)cc2c1. The product is NS(=O)(=O)c1cc2cc(CBr)ccc2o1. As a reaction SMILES: [B:17]([Br:18])([Br:19])[Br:20].[CH2:21]([Cl:22])[Cl:23].[CH3:1][O:2][CH2:3][c:4]1[cH:5][c:6]2[c:7]([o:8][c:9]([S:11]([NH2:12])(=[O:13])=[O:14])[cH:10]2)[cH:15][cH:16]1>>[CH2:3]([c:4]1[cH:5][c:6]2[c:7]([o:8][c:9]([S:11]([NH2:12])(=[O:13])=[O:14])[cH:10]2)[cH:15][cH:16]1)[Br:18].